describe an organic reaction: reactants, conditions, products, and yield From a dataset of the Open Reaction Database (ORD), a public repository of structured organic reaction records. Starting materials: [H-].[Na+] (sodium hydride), O (water), C(#N)C1=C(C=C(C=C1)N1C[C@@H](N(C[C@H]1C)C(=O)NC1=CC=C(C=C1)F)C)C(F)(F)F (trans-4-(4-cyano-3-trifluoromethylphenyl)-4′-fluoro-2,5-dimethylpiperazine-1-carboxanilide), CI (methyl iodide). Run in CN(C)C=O (DMF). Reaction SMILES: [H-].[Na+].[C:3]([C:5]1[CH:10]=[CH:9][C:8]([N:11]2[C@H:16]([CH3:17])[CH2:15][N:14]([C:18]([NH:20][C:21]3[CH:26]=[CH:25][C:24]([F:27])=[CH:23][CH:22]=3)=[O:19])[C@@H:13]([CH3:28])[CH2:12]2)=[CH:7][C:6]=1[C:29]([F:32])([F:31])[F:30])#[N:4].[CH3:33]I.O>CN(C=O)C>[C:3]([C:5]1[CH:10]=[CH:9][C:8]([N:11]2[C@H:16]([CH3:17])[CH2:15][N:14]([C:18]([N:20]([CH3:33])[C:21]3[CH:26]=[CH:25][C:24]([F:27])=[CH:23][CH:22]=3)=[O:19])[C@@H:13]([CH3:28])[CH2:12]2)=[CH:7][C:6]=1[C:29]([F:31])([F:32])[F:30])#[N:4] |f:0.1|. Yields the product C(#N)C1=C(C=C(C=C1)N1C[C@@H](N(C[C@H]1C)C(=O)N(C1=CC=C(C=C1)F)C)C)C(F)(F)F (trans-4-(4-Cyano-3-trifluoromethylphenyl)-4′-fluoro-N,2,5-trimethylpiperazine-1-carboxanilide). Run at temperature 50 celsius, time 10 minute. Procedure: A 69 mg portion of 60% sodium hydride was suspended in 6 ml of DMF, 660 mg of trans-4-(4-cyano-3-trifluoromethylphenyl)-4′-fluoro-2,5-dimethylpiperazine-1-carboxanilide synthesized in Example 1-1 was added to the suspension under ice-cooling, and then the mixture was stirred at 50° C. for 10 minutes. The reaction solution was ice-cooled, 0.11 ml of methyl iodide was added dropwise thereto, and then the mixture was stirred at room temperature for 2 hours. The reaction mixture was mixed with water...